From a dataset of the Open Reaction Database (ORD), a public repository of structured organic reaction records. describe an organic reaction: reactants, conditions, products, and yield Starting materials: COC(=O)c1ccc(B(O)O)cc1, COCCOC, CCOC(C)=O, O=C(NCCCc1ccc(I)cc1)C(F)(F)F, [Na+], [Na+], O=C([O-])[O-], O, c1ccc(P(c2ccccc2)(c2ccccc2)[Pd](P(c2ccccc2)(c2ccccc2)c2ccccc2)(P(c2ccccc2)(c2ccccc2)c2ccccc2)P(c2ccccc2)(c2ccccc2)c2ccccc2)cc1. The product is COC(=O)c1ccc(-c2ccc(CCCNC(=O)C(F)(F)F)cc2)cc1. Reaction SMILES: [CH3:18][O:19][C:20](=[O:21])[c:22]1[cH:23][cH:24][c:25]([B:28]([OH:29])[OH:30])[cH:26][cH:27]1.[CH3:37][O:38][CH2:39][CH2:40][O:41][CH3:42].[CH3:43][CH2:44][O:45][C:46](=[O:47])[CH3:48].[F:1][C:2]([C:3](=[O:4])[NH:5][CH2:6][CH2:7][CH2:8][c:9]1[cH:10][cH:11][c:12]([I:15])[cH:13][cH:14]1)([F:16])[F:17].[Na+:31].[Na+:32].[O-:33][C:34](=[O:35])[O-:36].[OH2:49].[cH:50]1[cH:51][cH:52][c:53]([P:54]([Pd:55]([P:56]([c:57]2[cH:58][cH:59][cH:60][cH:61][cH:62]2)([c:63]2[cH:64][cH:65][cH:66][cH:67][cH:68]2)[c:69]2[cH:70][cH:71][cH:72][cH:73][cH:74]2)([P:75]([c:76]2[cH:77][cH:78][cH:79][cH:80][cH:81]2)([c:82]2[cH:83][cH:84][cH:85][cH:86][cH:87]2)[c:88]2[cH:89][cH:90][cH:91][cH:92][cH:93]2)[P:94]([c:95]2[cH:96][cH:97][cH:98][cH:99][cH:100]2)([c:101]2[cH:102][cH:103][cH:104][cH:105][cH:106]2)[c:107]2[cH:108][cH:109][cH:110][cH:111][cH:112]2)([c:113]2[cH:114][cH:115][cH:116][cH:117][cH:118]2)[c:119]2[cH:120][cH:121][cH:122][cH:123][cH:124]2)[cH:125][cH:126]1>>[F:1][C:2]([C:3](=[O:4])[NH:5][CH2:6][CH2:7][CH2:8][c:9]1[cH:10][cH:11][c:12](-[c:25]2[cH:24][cH:23][c:22]([C:20]([O:19][CH3:18])=[O:21])[cH:27][cH:26]2)[cH:13][cH:14]1)([F:16])[F:17]. Conditions: temperature 80 celsius, time 8 hour. As a reaction SMILES: N1C=[C:5]([CH2:7][O:8][C:9]2[N:14]=[CH:13][C:12]([NH2:15])=[CH:11][CH:10]=2)[CH:4]=[CH:3][CH:2]=1.[NH:16]1[C:24]2[C:19](=[CH:20][CH:21]=[CH:22][CH:23]=2)[C:18]([C:25]([OH:27])=O)=[CH:17]1.C1CC[CH:31]([N:34]=C=NC2CCCCC2)CC1>CN(C=O)C>[N:34]1[CH:31]=[CH:2][CH:3]=[CH:4][C:5]=1[CH2:7][O:8][C:9]1[N:14]=[CH:13][C:12]([NH:15][C:25]([C:18]2[C:19]3[C:24](=[CH:23][CH:22]=[CH:21][CH:20]=3)[NH:16][CH:17]=2)=[O:27])=[CH:11][CH:10]=1. Isolated yield 22.4%. Run in CN(C)C=O (DMF). Product: N1=C(C=CC=C1)COC1=CC=C(C=N1)NC(=O)C1=CNC2=CC=CC=C12 (1H-indole-3-carboxylic acid[6-(pyridine-2-ylmethoxy)-pyridine-3-yl]-amide). The reactants are N1=CC=CC(=C1)COC1=CC=C(C=N1)N (6-(pyridine-5-ylmethoxy)-pyridine-3-ylamine), N1C=C(C2=CC=CC=C12)C(=O)O (indole-3-carboxylic acid), C1CCC(CC1)N=C=NC2CCCCC2 (DCC). Reported procedure: The 6-(pyridine-5-ylmethoxy)-pyridine-3-ylamine (114 mg, 0.57 mmol) and indole-3-carboxylic acid (91 mg, 0.57 mmol) were dissolved in DMF (3 ml), DCC (117 mg, 0.57 mmol) was added to the solution, and then the mixture was stirred at 80° C. for 8 hours. After the reaction was completed, the product was washed and filtered to yield a target compound as a white solid (44 mg, 23%) by chromatography (methanol:dichloromethane=2:30).